From a dataset of the Open Reaction Database (ORD), a public repository of structured organic reaction records. describe an organic reaction: reactants, conditions, products, and yield Reactants: O1CC(NC2=C1C=CC(=C2)C(=O)OC)=O (methyl 1,4-benzoxazine-3-one-6-carboxylate), [OH-].[Na+] (sodium hydroxide), CO (methanol). Run in O (water), O (water). The product is O1CC(NC2=C1C=CC(=C2)C(=O)O)=O (1,4-benzoxazine-3-one-6-carboxylic acid). Yield: 94.3%. As a reaction SMILES: [O:1]1[C:6]2[CH:7]=[CH:8][C:9]([C:11]([O:13]C)=[O:12])=[CH:10][C:5]=2[NH:4][C:3](=[O:15])[CH2:2]1.[OH-].[Na+].CO>O>[O:1]1[C:6]2[CH:7]=[CH:8][C:9]([C:11]([OH:13])=[O:12])=[CH:10][C:5]=2[NH:4][C:3](=[O:15])[CH2:2]1 |f:1.2|. Procedure details: In a 250 ml round-bottomed flask were place the preceding methyl 1,4-benzoxazine-3-one-6-carboxylate (5.8 g, 28 mmole), 50% aqueous sodium hydroxide (9.0 g, 112 mmole), methanol (125 ml), and water (19 ml). The resulting mixture was refluxed for 4 hours. The reaction mixture was cooled to room temperature and the solvent eliminated in the rotary evaporator. The crude reaction product was taken up in water and the resulting aqueous solution was washed with hexane (2×50 ml) and acidified to pH=1 w...